From a dataset of the Open Reaction Database (ORD), a public repository of structured organic reaction records. describe an organic reaction: reactants, conditions, products, and yield Reactants: O1C(CCCC1)OCC1(C(N(C(N1CC#N)=O)C1=CC(=C(C=C1)C#N)C(F)(F)F)=O)COC1OCCCC1 (5,5-bis[[(tetrahydro-2H-pyran-2-yl)oxy]methyl]-3-[4-cyano-3-(trifluoromethyl) phenyl]-2,4-dioxo-1-imidazoleacetonitrile), Cl (hydrochloric acid), ice, O (water). The solvent is CO (methanol), C(Cl)Cl (methylene chloride). Yields the product OCC1(C(N(C(N1CC#N)=O)C1=CC(=C(C=C1)C#N)C(F)(F)F)=O)CO (5,5-bis(hydroxymethyl)-3-(4-cyano-3-(trifluoromethyl) phenyl)-2,4-dioxo-1-imidazolidineacetonitrile). Isolated yield 70.4%. Reaction SMILES: O1CCCCC1[O:7][CH2:8][C:9]1([CH2:31][O:32]C2CCCCO2)[N:13]([CH2:14][C:15]#[N:16])[C:12](=[O:17])[N:11]([C:18]2[CH:23]=[CH:22][C:21]([C:24]#[N:25])=[C:20]([C:26]([F:29])([F:28])[F:27])[CH:19]=2)[C:10]1=[O:30].Cl.O>CO.C(Cl)Cl>[OH:32][CH2:31][C:9]1([CH2:8][OH:7])[N:13]([CH2:14][C:15]#[N:16])[C:12](=[O:17])[N:11]([C:18]2[CH:23]=[CH:22][C:21]([C:24]#[N:25])=[C:20]([C:26]([F:29])([F:27])[F:28])[CH:19]=2)[C:10]1=[O:30]. Procedure: 4.68 g of the product obtained in Stage 1 above in solution in 50 ml of methanol and 8.8 ml of hydrochloric acid are introduced and the whole is taken to reflux for 30 minutes. 60 ml of ice-cooled water is added, extraction is carried out with ether, the ethereal phase is washed with a saturated solution of sodium chloride and dried. After purification on silica, eluting with methylene chloride-acetone: 85-15 then 8-2, the crystals obtained are taken up in 10 ml of methylene chloride, separated ... Reactants: CC(C)(C)OC(=O)N1CCc2cc3c(cc2C1Cc1ccc(Br)cc1)OCO3, O=C([O-])[O-], COc1ccncc1B(O)O, CC(C)O, [Na+], [Na+], CC(=O)[O-], CC(=O)[O-], O, [Pd+2], c1ccc(P(c2ccccc2)c2ccccc2)cc1. The product is COc1ccncc1-c1ccc(CC2c3cc4c(cc3CCN2C(=O)OC(C)(C)C)OCO4)cc1. RXN SMILES: [C:13]([CH3:14])([CH3:15])([CH3:16])[O:17][C:18](=[O:19])[N:20]1[CH:21]([CH2:33][c:34]2[cH:35][cH:36][c:37]([Br:40])[cH:38][cH:39]2)[c:22]2[cH:23][c:24]3[c:25]([cH:26][c:27]2[CH2:28][CH2:29]1)[O:30][CH2:31][O:32]3.[C:60](=[O:61])([O-:62])[O-:63].[CH3:2][O:3][c:4]1[c:5]([B:10]([OH:11])[OH:12])[cH:6][n:7][cH:8][cH:9]1.[CH3:66][CH:67]([OH:68])[CH3:69].[Na+:64].[Na+:65].[O-:71][C:72]([CH3:73])=[O:74].[O-:75][C:76]([CH3:77])=[O:78].[OH2:1].[Pd+2:70].[c:41]1([P:42]([c:43]2[cH:44][cH:45][cH:46][cH:47][cH:48]2)[c:49]2[cH:50][cH:51][cH:52][cH:53][cH:54]2)[cH:55][cH:56][cH:57][cH:58][cH:59]1>>[CH3:2][O:3][c:4]1[c:5](-[c:37]2[cH:36][cH:35][c:34]([CH2:33][CH:21]3[N:20]([C:18]([O:17][C:13]([CH3:14])([CH3:15])[CH3:16])=[O:19])[CH2:29][CH2:28][c:27]4[c:22]3[cH:23][c:24]3[c:25]([cH:26]4)[O:30][CH2:31][O:32]3)[cH:39][cH:38]2)[cH:6][n:7][cH:8][cH:9]1. Conditions: temperature -78 celsius, time 30 minute. Procedure: 4-(4-Fluorophenyl)-5-(4-pyridyl)-1H-imidazole (3) (1 g 4.18 mmol) is dissolved in DMF/THF (50 ml/20 ml) and cooled to −78° C. Potassium bis-(trimethylsilyl)-amide (15% in toluene; 6.7 ml 5 mmol) is introduced at −78° C., stirred for 30 min. then 2-(trimethylsilyl)ethoxymethylchloride is added and the reaction mixture warmed up to r.t., poured on water after 2 hrs. and extracted 3× with ethyl acetate. The combined organic phases are dried over Na2SO4, evaporated to dryness and chromatographed (Si... The product is C[Si](CCOCN1C=NC(=C1C1=CC=NC=C1)C1=CC=C(C=C1)F)(C)C (1-(2-(trimethylsilyl)ethoxymethyl)-4-(4-fluorophenyl)-5-(4-pyridyl)imidazole). RXN SMILES: [F:1][C:2]1[CH:7]=[CH:6][C:5]([C:8]2[N:9]=[CH:10][NH:11][C:12]=2[C:13]2[CH:18]=[CH:17][N:16]=[CH:15][CH:14]=2)=[CH:4][CH:3]=1.C[Si]([N-][Si](C)(C)C)(C)C.[K+].[CH3:29][Si:30]([CH3:37])([CH3:36])[CH2:31][CH2:32][O:33][CH2:34]Cl>CN(C=O)C.C1COCC1>[CH3:29][Si:30]([CH3:37])([CH3:36])[CH2:31][CH2:32][O:33][CH2:34][N:11]1[C:12]([C:13]2[CH:18]=[CH:17][N:16]=[CH:15][CH:14]=2)=[C:8]([C:5]2[CH:4]=[CH:3][C:2]([F:1])=[CH:7][CH:6]=2)[N:9]=[CH:10]1 |f:1.2,4.5|. Solvent: CN(C)C=O.C1CCOC1 (DMF THF). The reactants are C[Si](C)(C)[N-][Si](C)(C)C.[K+] (Potassium bis-(trimethylsilyl)-amide), FC1=CC=C(C=C1)C=1N=CNC1C1=CC=NC=C1 (4-(4-Fluorophenyl)-5-(4-pyridyl)-1H-imidazole), C[Si](CCOCCl)(C)C (2-(trimethylsilyl)ethoxymethylchloride). Yields the product COC(=O)C=1C=CC2=C(C(=NC(O2)(C)C)C2=NC=CC=C2)C1 (6-methoxycarbonyl-2,2-dimethyl-4-(2-pyridyl)-2H-1,3-benzoxazine). Run in C(C)OCC (diethyl ether), O1CCCC1 (tetrahydrofuran). Reactants: [N+](=[N-])=C (diazomethane), C(=O)(O)C=1C=CC2=C(C(=NC(O2)(C)C)C2=NC=CC=C2)C1 (6-carboxy-2,2-dimethyl-4-(2-pyridyl)-2H-1,3-benzoxazine). RXN SMILES: [N+](=[CH2:3])=[N-].[C:4]([C:7]1[CH:8]=[CH:9][C:10]2[O:15][C:14]([CH3:17])([CH3:16])[N:13]=[C:12]([C:18]3[CH:23]=[CH:22][CH:21]=[CH:20][N:19]=3)[C:11]=2[CH:24]=1)([OH:6])=[O:5]>C(OCC)C.O1CCCC1>[CH3:3][O:5][C:4]([C:7]1[CH:8]=[CH:9][C:10]2[O:15][C:14]([CH3:17])([CH3:16])[N:13]=[C:12]([C:18]3[CH:23]=[CH:22][CH:21]=[CH:20][N:19]=3)[C:11]=2[CH:24]=1)=[O:6]. Procedure details: A solution of diazomethane in diethyl ether was added to a solution of Compound 113 (0.70 g) in tetrahydrofuran (5 ml) at room temperature until the starting material disappeared. The reaction mixture was concentrated under reduced pressure. The residue was purified by silica gel column chromatography to obtain 6-methoxycarbonyl-2,2-dimethyl-4-(2-pyridyl)-2H-1,3-benzoxazine (0.49 g) (Compound 6). Starting materials: [F-].C(CCC)[N+](CCCC)(CCCC)CCCC.O1CCCC1 (tetrabutylammonium fluoride tetrahydrofuran), [Si](C)(C)(C(C)(C)C)OCC=1C=2N(C(=CC1)COC)N=C(C2)C(F)(F)F (4-t-butyldimethylsilyloxymethyl-7-methoxymethyl-2-trifluoromethyl-pyrazolo[1,5-a]pyridine), O (water). The solvent is O1CCCC1 (tetrahydrofuran). Reaction conditions: temperature 0 celsius, time 30 minute. The product is OCC=1C=2N(C(=CC1)COC)N=C(C2)C(F)(F)F (4-hydroxymethyl-7-methoxymethyl-2-trifluoromethyl-pyrazolo[1,5-a]pyridine). Yield: 98.6%. Reaction SMILES: [F-].C([N+](CCCC)(CCCC)CCCC)CCC.O1CCCC1.[Si]([O:31][CH2:32][C:33]1[C:34]2[N:35]([N:42]=[C:43]([C:45]([F:48])([F:47])[F:46])[CH:44]=2)[C:36]([CH2:39][O:40][CH3:41])=[CH:37][CH:38]=1)(C(C)(C)C)(C)C.O>O1CCCC1>[OH:31][CH2:32][C:33]1[C:34]2[N:35]([N:42]=[C:43]([C:45]([F:48])([F:47])[F:46])[CH:44]=2)[C:36]([CH2:39][O:40][CH3:41])=[CH:37][CH:38]=1 |f:0.1.2|. Reported procedure: A 1 mol/L tetrabutylammonium fluoride-tetrahydrofuran solution (35.1 mL) was added dropwise to a solution of the compound of Example 325 (8.76 g) in tetrahydrofuran (120 mL) at 0° C. The mixture was stirred at 0° C. for 30 min. Subsequently, water was added and the mixture was extracted with ethyl acetate (300 mL). The organic layer was washed sequentially with water and saturated brine and dried over anhydrous sodium sulfate. The extract was concentrated and purified by silica gel column chroma... The product is C(C)(=O)OCC1OC2=C(C1)C(=CC=C2F)F (2-acetoxymethyl-4,7-difluoro-2,3-dihydrobenzofuran). Run in N1=CC=CC=C1 (pyridine). Procedure details: 4,7-Difluoro-2,3-dihydro-2-hydroxymethylbenzofuran (1.2 g) was dissolved in 6 ml pyridine, then 0.73 ml acetic anhydride was added thereto at 0° C. in a nitrogen stream, and the mixture was stirred at room temperature for 17 hours. The reaction solution was poured into 10% aqueous hydrogen chloride and extracted with ethyl acetate. The organic layer was washed with brine, dried over anhydrous magnesium sulfate and then evaporated. The resulting residue was subjected to silica gel chromatography ... Conditions: temperature 0 celsius, time 17 hour. As a reaction SMILES: [F:1][C:2]1[C:7]2[CH2:8][CH:9]([CH2:11][OH:12])[O:10][C:6]=2[C:5]([F:13])=[CH:4][CH:3]=1.[C:14](OC(=O)C)(=[O:16])[CH3:15].Cl>N1C=CC=CC=1>[C:14]([O:12][CH2:11][CH:9]1[CH2:8][C:7]2[C:2]([F:1])=[CH:3][CH:4]=[C:5]([F:13])[C:6]=2[O:10]1)(=[O:16])[CH3:15]. Starting materials: C(C)(=O)OC(C)=O (acetic anhydride), FC1=CC=C(C2=C1CC(O2)CO)F (4,7-Difluoro-2,3-dihydro-2-hydroxymethylbenzofuran), Cl (hydrogen chloride). The reactants are C[Si](C)(C)CCN1C(=O)CN(c2ccc(I)cc2OCc2ccccc2)S1(=O)=O, O=C1NC(CI)c2ccccc2-c2ccccc21. Yields the product C[Si](C)(C)CCN1C(=O)CN(c2ccc(CC3NC(=O)c4ccccc4-c4ccccc43)cc2OCc2ccccc2)S1(=O)=O. RXN SMILES: [CH2:19]([c:20]1[cH:21][cH:22][cH:23][cH:24][cH:25]1)[O:26][c:27]1[c:28]([N:34]2[CH2:35][C:36](=[O:47])[N:37]([CH2:41][CH2:42][Si:43]([CH3:44])([CH3:45])[CH3:46])[S:38]2(=[O:39])=[O:40])[cH:29][cH:30][c:31]([I:33])[cH:32]1.[I:1][CH2:2][CH:3]1[c:4]2[c:5]([cH:15][cH:16][cH:17][cH:18]2)-[c:6]2[c:7]([cH:11][cH:12][cH:13][cH:14]2)[C:8](=[O:10])[NH:9]1>>[CH2:2]([CH:3]1[c:4]2[c:5]([cH:15][cH:16][cH:17][cH:18]2)-[c:6]2[c:7]([cH:11][cH:12][cH:13][cH:14]2)[C:8](=[O:10])[NH:9]1)[c:31]1[cH:30][cH:29][c:28]([N:34]2[CH2:35][C:36](=[O:47])[N:37]([CH2:41][CH2:42][Si:43]([CH3:44])([CH3:45])[CH3:46])[S:38]2(=[O:39])=[O:40])[c:27]([O:26][CH2:19][c:20]2[cH:21][cH:22][cH:23][cH:24][cH:25]2)[cH:32]1.